The task is: describe an organic reaction: reactants, conditions, products, and yield. This data is from the Open Reaction Database (ORD), a public repository of structured organic reaction records. The reactants are COc1ncnc2nc[nH]c12, CC(O)C1(c2ccc(F)cc2F)CO1, COc1ncnc2ncn(C(C)C3(c4ccc(F)cc4F)CO3)c12. The product is COc1ncnc2c1ncn2C(C)C1(c2ccc(F)cc2F)CO1. Reaction SMILES: [CH3:15][O:16][c:17]1[c:18]2[nH:19][cH:20][n:21][c:22]2[n:23][cH:24][n:25]1.[F:1][c:2]1[c:3]([C:9]2([CH:12]([CH3:13])[OH:14])[O:10][CH2:11]2)[cH:4][cH:5][c:6]([F:8])[cH:7]1.[F:26][c:27]1[cH:28][c:29]([F:30])[cH:31][cH:32][c:33]1[C:34]1([CH:35]([n:36]2[c:37]3[c:38]([n:39][cH:40][n:41][c:42]3[O:43][CH3:44])[n:45][cH:46]2)[CH3:47])[CH2:48][O:49]1>>[F:1][c:2]1[c:3]([C:9]2([CH:12]([CH3:13])[n:21]3[cH:20][n:19][c:18]4[c:17]([O:16][CH3:15])[n:25][cH:24][n:23][c:22]43)[O:10][CH2:11]2)[cH:4][cH:5][c:6]([F:8])[cH:7]1. The reactants are O=C([O-])[O-], CI, CC(C)=O, Cc1[nH]c(=O)oc(=O)c1Cl, [K+], [K+]. The product is Cc1c(Cl)c(=O)oc(=O)n1C. Reaction SMILES: [C:11](=[O:12])([O-:13])[O-:14].[CH3:17][I:18].[CH3:19][C:20](=[O:21])[CH3:22].[Cl:1][c:2]1[c:3]([CH3:10])[nH:4][c:5](=[O:9])[o:6][c:7]1=[O:8].[K+:15].[K+:16]>>[Cl:1][c:2]1[c:3]([CH3:10])[n:4]([CH3:11])[c:5](=[O:9])[o:6][c:7]1=[O:8]. Reactants: CCCC[Sn](CI)(CCCC)CCCC, CCOC(C)=O, [H-], [Na+], C1CCOC1, O, OCCN1CCOCC1. Yields the product CCCC[Sn](CCCC)(CCCC)COCCN1CCOCC1. RXN SMILES: [CH2:17]([CH2:18][CH2:19][CH3:20])[Sn:21]([CH2:22][I:23])([CH2:24][CH2:25][CH2:26][CH3:27])[CH2:28][CH2:29][CH2:30][CH3:31].[CH3:33][CH2:34][O:35][C:36](=[O:37])[CH3:38].[H-:1].[Na+:2].[O:3]1[CH2:4][CH2:5][CH2:6][CH2:7]1.[OH2:32].[OH:8][CH2:9][CH2:10][N:11]1[CH2:12][CH2:13][O:14][CH2:15][CH2:16]1>>[O:8]([CH2:9][CH2:10][N:11]1[CH2:12][CH2:13][O:14][CH2:15][CH2:16]1)[CH2:22][Sn:21]([CH2:17][CH2:18][CH2:19][CH3:20])([CH2:24][CH2:25][CH2:26][CH3:27])[CH2:28][CH2:29][CH2:30][CH3:31]. The reactants are COC1=CC=C2CCC(C(C2=C1)(C)C)=O (7-Methoxy-1,1-dimethyl-3,4-dihydro-1H-naphthalen-2-one), COC1=CC=C2CCC(C(C2=C1)(C)C)=O (7-Methoxy-1,1-dimethyl-3,4-dihydro-1H-naphthalen-2-one), C(C)(=O)OC(C)=O (acetic anhydride), [Cl-].[Al+3].[Cl-].[Cl-].[N+](=O)([O-])C1=CC=CC=C1 (aluminum chloride nitrobenzene), C(O)([O-])=O.[Na+] (sodium hydrogen carbonate). Run in ClCCl (dichloromethane). Conditions: time 3 hour. Product: C(C)(=O)C=1C=C2CCC(C(C2=CC1OC)(C)C)=O (6-Acetyl-7-methoxy-1,1-dimethyl-3,4-dihydro-1H-naphthalen-2-one), crude product. Reaction SMILES: [CH3:1][O:2][C:3]1[CH:12]=[C:11]2[C:6]([CH2:7][CH2:8][C:9](=[O:15])[C:10]2([CH3:14])[CH3:13])=[CH:5][CH:4]=1.[C:16](OC(=O)C)(=[O:18])[CH3:17].[Cl-].[Al+3].[Cl-].[Cl-].[N+](C1C=CC=CC=1)([O-])=O.C(=O)([O-])O.[Na+]>ClCCl>[C:16]([C:4]1[CH:5]=[C:6]2[C:11](=[CH:12][C:3]=1[O:2][CH3:1])[C:10]([CH3:13])([CH3:14])[C:9](=[O:15])[CH2:8][CH2:7]2)(=[O:18])[CH3:17] |f:2.3.4.5.6,7.8|. Procedure: To the dichloromethane (70 ml) solution of 7-methoxy-1,1-dimethyl-3,4-dihydro-1H-naphthalen-2-one (Compound A2, 3 g, 14.7 mmol), acetic anhydride (1.7 ml, 1.2 eq.) and aluminum chloride-nitrobenzene solution (1 M, 44 ml, 3 eq.) was added at 0° C., and stirred for 3 hr. Thereafter, the reaction solution was added with saturated aqueous solution of sodium hydrogen carbonate and extracted twice with dichloromethane. The organic layer was washed with brine and dried over magnesium sulfate. The dryin... Starting materials: C[Si](C)(C)CCOCCl (SEMCl), ClC=1N=CC2=C(N1)C=CN2 (2-chloro-5H-pyrrolo[3,2-d]pyrimidine), [H-].[Na+] (sodium hydride). The solvent is C1CCOC1 (THF), C1CCOC1 (THF), CCOC(=O)C (EtOAc). Reaction conditions: time 1 hour. Yields the product ClC=1N=CC2=C(N1)C=CN2COCC[Si](C)(C)C (2-chloro-5-((2-(trimethylsilyl)ethoxy)methyl)-5H-pyrrolo[3,2-d]pyrimidine). Isolated yield 56.5%. Reaction SMILES: [H-].[Na+].[Cl:3][C:4]1[N:5]=[CH:6][C:7]2[NH:12][CH:11]=[CH:10][C:8]=2[N:9]=1.[CH3:13][Si:14]([CH2:17][CH2:18][O:19][CH2:20]Cl)([CH3:16])[CH3:15]>C1COCC1.CCOC(C)=O>[Cl:3][C:4]1[N:5]=[CH:6][C:7]2[N:12]([CH2:20][O:19][CH2:18][CH2:17][Si:14]([CH3:16])([CH3:15])[CH3:13])[CH:11]=[CH:10][C:8]=2[N:9]=1 |f:0.1|. Procedure: To a stirred mixture of sodium hydride (12.5 g, 520 mmol, 60% in mineral oil) in anhydrous THF (300 mL) at 0° C. was added dropwise 2-chloro-5H-pyrrolo[3,2-d]pyrimidine (40.0 g, 262 mmol) dissolved in anhydrous THF (200 mL). The reaction mixture was stirred at 0° C. for 15 min them SEMCl (52.5 g, 315 mmol) was added dropwise. The mixture was then stirred at RT for 1 h and then diluted with EtOAc. The organic layer was washed with water and brine, dried over (Na2SO4), filtered and concentrated un... The reactants are ( i ), Cl.BrC1=CC=C(C=C1)NN (4-bromophenyl hydrazine hydrochloride), CC=1N(C2=CC=CC(=C2C1SC1=CC=C(C=C1)S(=O)(=O)C)C=1SC=CC1)CC(=O)OC(C)(C)C (2-methyl-3-[[4-(methylsulfonyl)phenyl]thio]-4-(2-thiophenyl)-1H-indole-1-acetic acid, 1,1-dimethylethyl ester), ( i ). Product: BrC=1C=C2C(=C(NC2=CC1)C)SC1=CC=C(C=C1)S(=O)(=O)C (5-bromo-2-methyl-3-[[4-(methylsulfonyl)phenyl]thio]-1H-indole). As a reaction SMILES: [CH3:1][C:2]1[N:3](CC(OC(C)(C)C)=O)[C:4]2[C:9]([C:10]=1[S:11][C:12]1[CH:17]=[CH:16][C:15]([S:18]([CH3:21])(=[O:20])=[O:19])=[CH:14][CH:13]=1)=[C:8](C1SC=CC=1)[CH:7]=[CH:6][CH:5]=2.Cl.[Br:36]C1C=CC(NN)=CC=1>>[Br:36][C:7]1[CH:8]=[C:9]2[C:4](=[CH:5][CH:6]=1)[NH:3][C:2]([CH3:1])=[C:10]2[S:11][C:12]1[CH:17]=[CH:16][C:15]([S:18]([CH3:21])(=[O:20])=[O:19])=[CH:14][CH:13]=1 |f:1.2|. Procedure: The sub-title compound was prepared by the method of Example 3 part (i) using the product from Example 26 part (i) (2.5 g) and 4-bromophenyl hydrazine hydrochloride (2.3 g). The reaction mixture was evaporated to half volume and the resulting precipitate filtered off, washed with ether and dried to yield the sub-title compound (2.2 g).